Dataset: the Open Reaction Database (ORD), a public repository of structured organic reaction records. Task: describe an organic reaction: reactants, conditions, products, and yield The reactants are C(C)(=O)O (acetic acid), CC1=CC(=NC=C1)OCC1=CC=C(C=O)C=C1 (4-(4-methyl-pyridin-2-yloxymethyl)-benzaldehyde), [N+](=O)([O-])C (nitromethane), C(C)(=O)[O-].[NH4+] (ammonium acetate). The solvent is C(C)(=O)OCC (ethyl acetate), O (Water). Run at temperature 100 celsius, time 4 hour. Yields the product CC1=CC(=NC=C1)OCC1=CC=C(C=C1)\C=C\[N+](=O)[O-] (4-Methyl-2-(4-((E)-2-nitro-vinyl)-benzyloxy)-pyridine). Yield: 109.4%. Reaction SMILES: C(O)(=O)C.[CH3:5][C:6]1[CH:11]=[CH:10][N:9]=[C:8]([O:12][CH2:13][C:14]2[CH:21]=[CH:20][C:17]([CH:18]=O)=[CH:16][CH:15]=2)[CH:7]=1.[N+:22]([CH3:25])([O-:24])=[O:23].C([O-])(=O)C.[NH4+]>C(OCC)(=O)C.O>[CH3:5][C:6]1[CH:11]=[CH:10][N:9]=[C:8]([O:12][CH2:13][C:14]2[CH:21]=[CH:20][C:17](/[CH:18]=[CH:25]/[N+:22]([O-:24])=[O:23])=[CH:16][CH:15]=2)[CH:7]=1 |f:3.4|. Reported procedure: To an acetic acid (20.0 mL) solution of 4-(4-methyl-pyridin-2-yloxymethyl)-benzaldehyde (2.60 g, 11.5 mmol) described in Manufacturing Example 43-1-2 were added nitromethane (3.50 g, 57.3 mmol) and ammonium acetate (1.76 g, 22.9 mmol) at room temperature under nitrogen atmosphere, which was stirred for 4 hours at 100° C. Water and ethyl acetate were added to the reaction mixture, and the organic layer was extracted with ethyl acetate. The organic layer was separated, washed with water and satura... Product: N=C(NCc1ccc(F)cc1)N1CCN(c2ccnc3cc(Cl)ccc23)CC1. The reactants are N#CN1CCN(c2ccnc3cc(Cl)ccc23)CC1, NCc1ccc(F)cc1, OC(C(F)(F)F)C(F)(F)F. RXN SMILES: [Cl:1][c:2]1[cH:3][cH:4][c:5]2[c:6]([N:12]3[CH2:13][CH2:14][N:15]([C:18]#[N:19])[CH2:16][CH2:17]3)[cH:7][cH:8][n:9][c:10]2[cH:11]1.[F:20][c:21]1[cH:22][cH:23][c:24]([CH2:25][NH2:26])[cH:27][cH:28]1.[F:29][C:30]([F:31])([F:32])[CH:33]([OH:34])[C:35]([F:36])([F:37])[F:38]>>[Cl:1][c:2]1[cH:3][cH:4][c:5]2[c:6]([N:12]3[CH2:13][CH2:14][N:15]([C:18](=[NH:19])[NH:26][CH2:25][c:24]4[cH:23][cH:22][c:21]([F:20])[cH:28][cH:27]4)[CH2:16][CH2:17]3)[cH:7][cH:8][n:9][c:10]2[cH:11]1. The reactants are N1C=NC=C1 (imidazole), BrCCC1=CC2=CC=CC=C2C=C1 (2-(2-bromoethyl)naphthalene), CC(C)([O-])C.[K+] (potassium tert-butoxide). Run in C(CCC)O (butan-1-ol). Product: C1=C(C=CC2=CC=CC=C12)CCN1C=NC=C1 (1-[2-(2-Naphthyl)ethyl]imidazole). RXN SMILES: [NH:1]1[CH:5]=[CH:4][N:3]=[CH:2]1.Br[CH2:7][CH2:8][C:9]1[CH:18]=[CH:17][C:16]2[C:11](=[CH:12][CH:13]=[CH:14][CH:15]=2)[CH:10]=1.CC(C)([O-])C.[K+]>C(O)CCC>[CH:10]1[C:11]2[C:16](=[CH:15][CH:14]=[CH:13][CH:12]=2)[CH:17]=[CH:18][C:9]=1[CH2:8][CH2:7][N:1]1[CH:5]=[CH:4][N:3]=[CH:2]1 |f:2.3|. Procedure details: A mixture of imidazole (1.02 g, 0.015 mol), 2-(2-bromoethyl)naphthalene (3.53 g, 0.015 mol) and potassium tert-butoxide (1.68 g, 0.015 mol) in dry butan-1-ol (100 ml) was stirred and heated under reflux for 29 h. Reactants: CN(C)CC(N)CC(=O)OCc1ccccc1, Cl, Cl, O=C(O)CCCCCCCCCCCc1ccccc1. Product: CN(C)CC(CC(=O)OCc1ccccc1)NC(=O)CCCCCCCCCCCc1ccccc1. RXN SMILES: [CH2:23]([c:24]1[cH:25][cH:26][cH:27][cH:28][cH:29]1)[O:30][C:31]([CH2:32][CH:33]([CH2:34][N:35]([CH3:36])[CH3:37])[NH2:38])=[O:39].[ClH:21].[ClH:22].[c:1]1([CH2:7][CH2:8][CH2:9][CH2:10][CH2:11][CH2:12][CH2:13][CH2:14][CH2:15][CH2:16][CH2:17][C:18](=[O:19])[OH:20])[cH:2][cH:3][cH:4][cH:5][cH:6]1>>[c:1]1([CH2:7][CH2:8][CH2:9][CH2:10][CH2:11][CH2:12][CH2:13][CH2:14][CH2:15][CH2:16][CH2:17][C:18](=[O:20])[NH:38][CH:33]([CH2:32][C:31]([O:30][CH2:23][c:24]2[cH:25][cH:26][cH:27][cH:28][cH:29]2)=[O:39])[CH2:34][N:35]([CH3:36])[CH3:37])[cH:2][cH:3][cH:4][cH:5][cH:6]1. The solvent is O1CCOCC1 (dioxane). Reaction SMILES: [CH2:1]([C:5]1[CH:10]=[CH:9][C:8]([C:11]2[O:15][N:14]=[C:13]([C:16]3[CH:21]=[CH:20][C:19]([C@H:22]4[CH2:33][CH2:32][C:24]5([NH:28][C:27](=O)[N:26](C)[C:25]5=[O:31])[CH2:23]4)=[CH:18][CH:17]=3)[N:12]=2)=[CH:7][CH:6]=1)[CH:2]([CH3:4])[CH3:3].[OH-].[Na+]>O1CCOCC1>[NH2:28][C:24]1([C:25]([NH:26][CH3:27])=[O:31])[CH2:32][CH2:33][C@H:22]([C:19]2[CH:20]=[CH:21][C:16]([C:13]3[N:12]=[C:11]([C:8]4[CH:7]=[CH:6][C:5]([CH2:1][CH:2]([CH3:4])[CH3:3])=[CH:10][CH:9]=4)[O:15][N:14]=3)=[CH:17][CH:18]=2)[CH2:23]1 |f:1.2|. Reported procedure: (7S)-7-(4-(5-(4-isobutylphenyl)-1,2,4-oxadiazol-3-yl)phenyl)-3-methyl-1,3-diazaspiro[4.4]nonane-2,4-dione (0.052 g, 0.117 mmol) was taken up in dioxane (1.0 ml). To this was added sodium hydroxide (1.0 ml, 2.000 mmol) as 2M solution. The resulting suspension was heated to 120° C. for about 70 hours, during which more sodium hydroxide solution was added to push the hydrolysis to completion. Heating was stopped and the reaction mixture was concentrated in vacuo. The resulting material was brought ... Product: NC1(C[C@H](CC1)C1=CC=C(C=C1)C1=NOC(=N1)C1=CC=C(C=C1)CC(C)C)C(=O)NC ((3S)-1-amino-3-(4-(5-(4-isobutylphenyl)-1,2,4-oxadiazol-3-yl)phenyl)-N-methylcyclopentanecarboxamide). Isolated yield 35.0%. Starting materials: C(C(C)C)C1=CC=C(C=C1)C1=NC(=NO1)C1=CC=C(C=C1)[C@@H]1CC2(C(N(C(N2)=O)C)=O)CC1 ((7S)-7-(4-(5-(4-isobutylphenyl)-1,2,4-oxadiazol-3-yl)phenyl)-3-methyl-1,3-diazaspiro[4.4]nonane-2,4-dione), [OH-].[Na+] (sodium hydroxide), [OH-].[Na+] (sodium hydroxide), solution.